Dataset: the Open Reaction Database (ORD), a public repository of structured organic reaction records. Task: describe an organic reaction: reactants, conditions, products, and yield The reactants are CC(C)(C)OC(=O)N1C(Cn2ccc([N+](=O)[O-])n2)COC1(C)C, CCO, [H][H]. Yields the product CC(C)(C)OC(=O)N1C(Cn2ccc(N)n2)COC1(C)C. As a reaction SMILES: [C:1]([CH3:2])([CH3:3])([CH3:4])[O:5][C:6](=[O:7])[N:8]1[C:9]([CH3:22])([CH3:23])[O:10][CH2:11][CH:12]1[CH2:13][n:14]1[n:15][c:16]([N+:19]([O-:20])=[O:21])[cH:17][cH:18]1.[CH3:26][CH2:27][OH:28].[H:24][H:25]>>[C:1]([CH3:2])([CH3:3])([CH3:4])[O:5][C:6](=[O:7])[N:8]1[C:9]([CH3:22])([CH3:23])[O:10][CH2:11][CH:12]1[CH2:13][n:14]1[n:15][c:16]([NH2:19])[cH:17][cH:18]1. Reactants: CCO, O=C(Cl)c1ccc(I)cc1, NNc1ccccc1, C1COCCO1, O, c1ccncc1. Product: NN(C(=O)c1ccc(I)cc1)c1ccccc1. Reaction SMILES: [CH3:31][CH2:32][OH:33].[I:1][c:2]1[cH:3][cH:4][c:5]([C:6](=[O:7])[Cl:8])[cH:9][cH:10]1.[NH2:17][NH:18][c:19]1[cH:20][cH:21][cH:22][cH:23][cH:24]1.[O:11]1[CH2:12][CH2:13][O:14][CH2:15][CH2:16]1.[OH2:34].[cH:25]1[cH:26][cH:27][n:28][cH:29][cH:30]1>>[I:1][c:2]1[cH:3][cH:4][c:5]([C:6](=[O:7])[N:18]([NH2:17])[c:19]2[cH:20][cH:21][cH:22][cH:23][cH:24]2)[cH:9][cH:10]1. Reactants: ClC(Cl)(Cl)Cl, CCOC(=O)CC(=O)OCC, CCO, Cc1ccccc1, O=C(Cl)c1cc(F)c(Cl)c([N+](=O)[O-])c1Cl, [H][H], [Mg], O, O=S(=O)(O)O. The product is CCOC(=O)C(C(=O)OCC)C(=O)c1cc(F)c(Cl)c([N+](=O)[O-])c1Cl. Reaction SMILES: [C:46]([Cl:47])([Cl:48])([Cl:49])[Cl:50].[C:4]([CH2:5][C:6](=[O:7])[O:8][CH2:9][CH3:10])(=[O:11])[O:12][CH2:13][CH3:14].[CH3:35][CH2:36][OH:37].[CH3:38][c:39]1[cH:40][cH:41][cH:42][cH:43][cH:44]1.[Cl:15][c:16]1[c:17]([C:18](=[O:19])[Cl:20])[cH:21][c:22]([F:29])[c:23]([Cl:28])[c:24]1[N+:25](=[O:26])[O-:27].[H:2][H:3].[Mg:1].[OH2:45].[S:30](=[O:31])(=[O:32])([OH:33])[OH:34]>>[C:4]([CH:5]([C:6](=[O:7])[O:8][CH2:9][CH3:10])[C:18]([c:17]1[c:16]([Cl:15])[c:24]([N+:25](=[O:26])[O-:27])[c:23]([Cl:28])[c:22]([F:29])[cH:21]1)=[O:19])(=[O:11])[O:12][CH2:13][CH3:14]. Starting materials: CCN=C=NCCCN(C)C.Cl (EDC.HCl), C(C)(=O)N1[C@@H](C(=O)O)CSC1 (N-acetyl-D-thioproline), Intermediate 5, C=1C=CC2=C(C1)N=NN2O (HOBT), CN1CCOCC1 (NMM), CN(C)C=O (DMF). Conditions: time 8 hour. Product: C(C)(=O)N1[C@@H](C(=O)O)CSC1.COC([C@@](N)(CC1=CC=C(C=C1)O)C)=O (N-Acetyl-D-thioproline α-methyl-L-tyrosine methyl ester). Isolated yield 52.0%. As a reaction SMILES: CCN=C=NCCCN(C)C.Cl.[C:13]([N:16]1[CH2:23][S:22][CH2:21][C@@H:17]1[C:18]([OH:20])=[O:19])(=[O:15])[CH3:14].[CH:24]1[CH:25]=[CH:26][C:27]2N(O)N=[N:30][C:28]=2[CH:29]=1.CN1CC[O:38][CH2:37]C1.CN([CH:44]=[O:45])C>>[C:13]([N:16]1[CH2:23][S:22][CH2:21][C@@H:17]1[C:18]([OH:20])=[O:19])(=[O:15])[CH3:14].[CH3:37][O:38][C:44](=[O:45])[C@:28]([CH3:27])([CH2:29][C:24]1[CH:21]=[CH:17][C:18]([OH:20])=[CH:26][CH:25]=1)[NH2:30] |f:0.1,6.7|. Procedure details: EDC.HCl (760 mg, 3.96 mmol) was added to a solution of N-acetyl-D-thioproline (630 mg, 3.6 mmol), Intermediate 5 (880 mg, 3.6 mmol), HOBT (535 mg, 3.96 mmol) and NMM (834 μl, 7.6 mmol) in DMF (20 ml). The mixture was stirred at room temperature overnight. The DMF was evaporated in vacuo and the residue dissolved in ethyl acetate (150 ml) and water (50 ml). The organic phase was washed with 10% citric acid (50 ml), saturated aqueous NaHCO3 (50 ml) and water (50 ml), dried (Na2SO4) and evaporated ... The reactants are BrCc1ccccc1, O=C([O-])[O-], CC(C)=O, [K+], [K+], CCC(=O)c1ccc(O)cc1O. Yields the product CCC(=O)c1ccc(OCc2ccccc2)cc1O. Reaction SMILES: [Br:13][CH2:14][c:15]1[cH:16][cH:17][cH:18][cH:19][cH:20]1.[C:21](=[O:22])([O-:23])[O-:24].[CH3:27][C:28](=[O:29])[CH3:30].[K+:25].[K+:26].[OH:1][c:2]1[c:3]([C:9]([CH2:10][CH3:11])=[O:12])[cH:4][cH:5][c:6]([OH:8])[cH:7]1>>[OH:1][c:2]1[c:3]([C:9]([CH2:10][CH3:11])=[O:12])[cH:4][cH:5][c:6]([O:8][CH2:14][c:15]2[cH:16][cH:17][cH:18][cH:19][cH:20]2)[cH:7]1. Starting materials: N[C@@H](CN1N=C(C=C1)C1=CC(=C(C#N)C(=C1)F)F)C ((R)-4-(1-(2-aminopropyl)-1H-pyrazol-3-yl)-2,6-difluorobenzonitrile), C(C)(=O)C1=CC(=NO1)C(=O)O (5-acetylisoxazole-3-carboxylic acid). Yields the product C(C)(=O)C1=CC(=NO1)C(=O)N[C@@H](CN1N=C(C=C1)C1=CC(=C(C(=C1)F)C#N)F)C ((R)-5-acetyl-N-(1-(3-(4-cyano-3,5-difluorophenyl)-1H-pyrazol-1-yl)-propan-2-yl)isoxazole-3-carboxamide). As a reaction SMILES: [NH2:1][C@H:2]([CH3:19])[CH2:3][N:4]1[CH:8]=[CH:7][C:6]([C:9]2[CH:16]=[C:15]([F:17])[C:12]([C:13]#[N:14])=[C:11]([F:18])[CH:10]=2)=[N:5]1.[C:20]([C:23]1[O:27][N:26]=[C:25]([C:28](O)=[O:29])[CH:24]=1)(=[O:22])[CH3:21]>>[C:20]([C:23]1[O:27][N:26]=[C:25]([C:28]([NH:1][C@H:2]([CH3:19])[CH2:3][N:4]2[CH:8]=[CH:7][C:6]([C:9]3[CH:10]=[C:11]([F:18])[C:12]([C:13]#[N:14])=[C:15]([F:17])[CH:16]=3)=[N:5]2)=[O:29])[CH:24]=1)(=[O:22])[CH3:21]. Reported procedure: The title compound was prepared from (R)-4-(1-(2-aminopropyl)-1H-pyrazol-3-yl)-2,6-difluorobenzonitrile (0.214 g, 0.81 mmol) and 5-acetylisoxazole-3-carboxylic acid (0.127 g, 0.81 mmol) using the method of Example 34(d). Yield 0.166 g. 1H NMR (400 MHz; MeOD): δ 1.28 (d, 3H), 2.59 (s, 3H), 4.37 (m, 2H), 4.60 (m, 1H), 6.80 (d, 1H), 7.27 (s, 1H), 7.64 (m, 2H), 7.72 (d, 1H).